Dataset: the Open Reaction Database (ORD), a public repository of structured organic reaction records. Task: describe an organic reaction: reactants, conditions, products, and yield Starting materials: CN1CCOCC1, CN(C)c1ccncc1, CC#N, CC(C)COC(=O)Cl, CCc1c(OCc2ccc(F)cc2F)ncn(-c2cc(C(=O)O)ccc2C)c1=O, O=C(O)C(F)(F)F, CC(N)CO, O. Product: CCc1c(OCc2ccc(F)cc2F)ncn(-c2cc(C(=O)NC(C)CO)ccc2C)c1=O. Reaction SMILES: [CH3:30][N:31]1[CH2:32][CH2:33][O:34][CH2:35][CH2:36]1.[CH3:57][N:58]([c:59]1[cH:60][cH:61][n:62][cH:63][cH:64]1)[CH3:65].[CH3:66][C:67]#[N:68].[Cl:37][C:38]([O:39][CH2:40][CH:41]([CH3:42])[CH3:43])=[O:44].[F:1][c:2]1[c:3]([CH2:4][O:5][c:6]2[n:7][cH:8][n:9](-[c:15]3[cH:16][c:17]([C:18](=[O:19])[OH:20])[cH:21][cH:22][c:23]3[CH3:24])[c:10](=[O:14])[c:11]2[CH2:12][CH3:13])[cH:25][cH:26][c:27]([F:29])[cH:28]1.[F:50][C:51]([F:52])([F:53])[C:54]([OH:55])=[O:56].[NH2:45][CH:46]([CH2:47][OH:48])[CH3:49].[OH2:69]>>[F:1][c:2]1[c:3]([CH2:4][O:5][c:6]2[n:7][cH:8][n:9](-[c:15]3[cH:16][c:17]([C:18](=[O:20])[NH:45][CH:46]([CH2:47][OH:48])[CH3:49])[cH:21][cH:22][c:23]3[CH3:24])[c:10](=[O:14])[c:11]2[CH2:12][CH3:13])[cH:25][cH:26][c:27]([F:29])[cH:28]1. Reactants: II (Iodine), NC1=C(C(=O)OC)C=C(C=C1)F (methyl 2-amino-5-fluorobenzoate). Reagents/catalysts: S(=O)(=O)([O-])[O-].[Ag+2] (silver sulfate). Solvent: C(C)O (ethanol). Run at time 1 hour. Yields the product NC1=C(C(=O)OC)C=C(C=C1I)F (methyl 2-amino-5-fluoro-3-iodobenzoate). The yield is 93.1%. RXN SMILES: [I:1]I.[NH2:3][C:4]1[CH:13]=[CH:12][C:11]([F:14])=[CH:10][C:5]=1[C:6]([O:8][CH3:9])=[O:7]>S([O-])([O-])(=O)=O.[Ag+2].C(O)C>[NH2:3][C:4]1[C:13]([I:1])=[CH:12][C:11]([F:14])=[CH:10][C:5]=1[C:6]([O:8][CH3:9])=[O:7] |f:2.3|. Reported procedure: Iodine (3.6 g, 14.2 mmol) was added to a mixture of methyl 2-amino-5-fluorobenzoate (2.4 g, 14.2 mmol), silver sulfate (4.42 g, 14.2 mmol) and ethanol (30 mL) at room temperature. The mixture was stirred under nitrogen for 1 h, and then quenched with a saturated solution of sodium bicarbonate, extracted with ethyl acetate. The combined organic layers were washed with brine, dried (Na2SO4), filtered and concentrated. The crude material was purified by column chromatography (silica gel, 90:10 hexa... Starting materials: solution, Cl (hydrochloric acid), [H-].COCCO[Al+]OCCOC.[Na+].[H-] (sodium bis(2-methoxyethoxy)aluminum hydride), OC1=CC(=CC=2OC(C3=C(C21)CC(CC3)C)=O)CCCCC (1-hydroxy-3-n-pentyl-6-oxo-9-methyl-7,8,9,10-tetrahydro-6H-dibenzo[b,d]pyran). Run in C1=CC=CC=C1 (benzene), C1=CC=CC=C1 (benzene). Conditions: temperature 25 celsius. Product: OCC1=C(CC(CC1)C)C1=C(O)C=C(C=C1O)CCCCC (2-(2-hydroxymethyl-5-methyl-1-cyclohexenyl)-5-n-pentyl-resorcinol). Reaction SMILES: [H-].COCCO[Al+]OCCOC.[Na+].[H-].[OH:15][C:16]1[C:25]2[C:24]3[CH2:26][CH:27]([CH3:30])[CH2:28][CH2:29][C:23]=3[C:22](=[O:31])[O:21][C:20]=2[CH:19]=[C:18]([CH2:32][CH2:33][CH2:34][CH2:35][CH3:36])[CH:17]=1.Cl>C1C=CC=CC=1>[OH:31][CH2:22][C:23]1[CH2:29][CH2:28][CH:27]([CH3:30])[CH2:26][C:24]=1[C:25]1[C:16]([OH:15])=[CH:17][C:18]([CH2:32][CH2:33][CH2:34][CH2:35][CH3:36])=[CH:19][C:20]=1[OH:21] |f:0.1.2.3|. Procedure: A solution of 90 ml. of a seventy percent solution of sodium bis(2-methoxyethoxy)aluminum hydride in 80 ml. of benzene was cooled in an ice-water bath and stirred while a suspension of 13.0 g. of 1-hydroxy-3-n-pentyl-6-oxo-9-methyl-7,8,9,10-tetrahydro-6H-dibenzo[b,d]pyran in 220 ml. of benzene was added portion-wise over 15 minutes. The reaction mixture was warmed to about 25° C. and stirred for 2 hours. The reaction mixture was again cooled in an ice-water bath and stirred while 800 ml. of 10 p... The reactants are ClC1=CC=C(OC2=CC=C(C=C2)N2C(=NC(=C2)C2=CC=C(C=C2)OC[C@@H]2OC2)COCC)C=C1 (1-[4-(4-chloro-phenoxy)-phenyl]-2-ethoxymethyl-4-[4-((R)-1-oxiranylmethoxy)-phenyl]-1H-imidazole), ClC1=CC=C(OC2=CC=C(C=C2)N2C(=NC(=C2)C2=CC=C(C=C2)OC[C@@H]2OC2)COCC)C=C1 (1-[4-(4-chloro-phenoxy)-phenyl]-2-ethoxymethyl-4-[4-((R)-1-oxiranylmethoxy)-phenyl]-1H-imidazole), teflon, C(C)N (ethylamine). Run in CO (MeOH). The product is ClC1=CC=C(OC2=CC=C(C=C2)N2C(=NC(=C2)C2=CC=C(OC[C@@H](CNCC)O)C=C2)COCC)C=C1 ((R)-1-(4-{1-[4-(4-Chloro-phenoxy)-phenyl]-2-ethoxymethyl-1H-imidazol-4-yl}-phenoxy)-3-ethylamino-propan-2-ol). Reaction SMILES: [Cl:1][C:2]1[CH:34]=[CH:33][C:5]([O:6][C:7]2[CH:12]=[CH:11][C:10]([N:13]3[CH:17]=[C:16]([C:18]4[CH:23]=[CH:22][C:21]([O:24][CH2:25][C@H:26]5[CH2:28][O:27]5)=[CH:20][CH:19]=4)[N:15]=[C:14]3[CH2:29][O:30][CH2:31][CH3:32])=[CH:9][CH:8]=2)=[CH:4][CH:3]=1.[CH2:35]([NH2:37])[CH3:36]>CO>[Cl:1][C:2]1[CH:34]=[CH:33][C:5]([O:6][C:7]2[CH:12]=[CH:11][C:10]([N:13]3[CH:17]=[C:16]([C:18]4[CH:23]=[CH:22][C:21]([O:24][CH2:25][C@H:26]([OH:27])[CH2:28][NH:37][CH2:35][CH3:36])=[CH:20][CH:19]=4)[N:15]=[C:14]3[CH2:29][O:30][CH2:31][CH3:32])=[CH:9][CH:8]=2)=[CH:4][CH:3]=1. Procedure: A solution of 1-[4-(4-chloro-phenoxy)-phenyl]-2-ethoxymethyl-4-[4-((R)-1-oxiranylmethoxy)-phenyl]-1H-imidazole (50 mg, 0.11 mmol, from intermediate B2) in 4 mL of ethylamine in MeOH (2M) was stirred at 60° C. overnight in a teflon-capped vial. Upon completion (determined by LC/MS), the reaction was dried in vacuo and purified by silica gel flash column chromatography using a gradient of EtOAc to 4% ammonia/MeOH (2.0M) in EtOAc as an eluent to afford (R)-1-(4-{1-[4-(4-Chloro-phenoxy)-phenyl]-2-et... The reactants are FC(C(=O)O)(F)F (trifluoroacetic acid), C(C)(C)(C)OC(=O)N1CCC(CC1)CN (4-aminomethyl-piperidine-1-carboxylic acid tert-butyl ester), C(C)(C)N(CC)C(C)C (diisopropylethylamine), FC1=C(C=CC=C1)S(=O)(=O)Cl (2-fluorobenzenesulfonyl chloride). Solvent: C(Cl)Cl (CH2Cl2). Conditions: time 18 hour. The product is FC1=C(C=CC=C1)S(=O)(=O)NCC1CCNCC1 (2-fluoro-N-piperidin-4-ylmethyl-benzenesulfonamide). RXN SMILES: C(OC([N:8]1[CH2:13][CH2:12][CH:11]([CH2:14][NH2:15])[CH2:10][CH2:9]1)=O)(C)(C)C.C(N(C(C)C)CC)(C)C.[F:25][C:26]1[CH:31]=[CH:30][CH:29]=[CH:28][C:27]=1[S:32](Cl)(=[O:34])=[O:33].FC(F)(F)C(O)=O>C(Cl)Cl>[F:25][C:26]1[CH:31]=[CH:30][CH:29]=[CH:28][C:27]=1[S:32]([NH:15][CH2:14][CH:11]1[CH2:10][CH2:9][NH:8][CH2:13][CH2:12]1)(=[O:34])=[O:33]. Reported procedure: To a solution of 4-aminomethyl-piperidine-1-carboxylic acid tert-butyl ester (60 mg, 0.28 mmol) and diisopropylethylamine (49 mL, 0.28 mmol) in CH2Cl2 (2 mL) was added 2-fluorobenzenesulfonyl chloride (54 mg, 0.28 mmol) and the mixture was stirred at ambient temperature for 18 hr. To the resulting mixture was added trifluoroacetic acid (0.70 mL) and stirred at ambient temperature for 18 hr. The reaction mixture was concentrated and neutralized with saturated aqueous NaHCO3. The aqueous layer was... The reactants are COC(CCCCC1=CC=C(C(=N1)CCC(=O)OC)O)=O (5-[3-hydroxy-2-(2-methoxycarbonylethyl)-6-pyridyl]-pentanoic acid methyl ester), BrCCCC/C=C/C1=CC=C(C=C1)OC ((1E)-6-bromo-1-(4-methoxyphenyl)-1-hexene). Yields the product COC(CCCCC1=CC=C(C(=N1)CCC(=O)OC)OCCCC\C=C\C1=CC=C(C=C1)OC)=O (5-{2-(2-methoxycarbonylethyl)-3-[6-(4-methoxyphenyl)-(5E)-5-hexenyloxy]-6-pyridyl}-pentanoic acid methyl ester). The yield is 44.7%. Reaction SMILES: [CH3:1][O:2][C:3](=[O:21])[CH2:4][CH2:5][CH2:6][CH2:7][C:8]1[N:13]=[C:12]([CH2:14][CH2:15][C:16]([O:18][CH3:19])=[O:17])[C:11]([OH:20])=[CH:10][CH:9]=1.Br[CH2:23][CH2:24][CH2:25][CH2:26]/[CH:27]=[CH:28]/[C:29]1[CH:34]=[CH:33][C:32]([O:35][CH3:36])=[CH:31][CH:30]=1>>[CH3:1][O:2][C:3](=[O:21])[CH2:4][CH2:5][CH2:6][CH2:7][C:8]1[N:13]=[C:12]([CH2:14][CH2:15][C:16]([O:18][CH3:19])=[O:17])[C:11]([O:20][CH2:23][CH2:24][CH2:25][CH2:26]/[CH:27]=[CH:28]/[C:29]2[CH:30]=[CH:31][C:32]([O:35][CH3:36])=[CH:33][CH:34]=2)=[CH:10][CH:9]=1. Procedure details: Under the conditions of example 1 D, 490 mg of 5-[3-hydroxy-2-(2-methoxycarbonylethyl)-6-pyridyl]-pentanoic acid methyl ester is reacted with 365 mg of (1E)-6-bromo-1-(4-methoxyphenyl)-1-hexene, worked up, and the crude product is chromatographed on silica gel with hexane/0-10% ethyl acetate. 293 mg of 5-{2-(2-methoxycarbonylethyl)-3-[6-(4-methoxyphenyl)-(5E)-5-hexenyloxy]-6-pyridyl}-pentanoic acid methyl ester is obtained as oil. Starting materials: BrCc1ccccc1, [Na+], C1COCCO1, [OH-], CCCc1cc(O)nc(S)n1. Product: CCCc1cc(O)nc(SCc2ccccc2)n1. As a reaction SMILES: [Br:12][CH2:13][c:14]1[cH:15][cH:16][cH:17][cH:18][cH:19]1.[Na+:21].[O:22]1[CH2:23][CH2:24][O:25][CH2:26][CH2:27]1.[OH-:20].[OH:1][c:2]1[n:3][c:4]([SH:11])[n:5][c:6]([CH2:8][CH2:9][CH3:10])[cH:7]1>>[OH:1][c:2]1[n:3][c:4]([S:11][CH2:13][c:14]2[cH:15][cH:16][cH:17][cH:18][cH:19]2)[n:5][c:6]([CH2:8][CH2:9][CH3:10])[cH:7]1.